From a dataset of the Open Reaction Database (ORD), a public repository of structured organic reaction records. describe an organic reaction: reactants, conditions, products, and yield Reactants: CC(C)(C)OC(=O)N1CCN2C(Cc3ccccc3S2(=O)=O)C1, O=C(O)C(F)(F)F. Yields the product O=S1(=O)c2ccccc2CC2CNCCN21. As a reaction SMILES: [CH2:8]1[N:9]([C:24]([O:25][C:26]([CH3:27])([CH3:28])[CH3:29])=[O:30])[CH2:10][CH2:11][N:12]2[S:13](=[O:22])(=[O:23])[c:14]3[c:15]([cH:18][cH:19][cH:20][cH:21]3)[CH2:16][CH:17]12.[OH:1][C:2]([C:3]([F:4])([F:5])[F:6])=[O:7]>>[CH2:8]1[NH:9][CH2:10][CH2:11][N:12]2[S:13](=[O:22])(=[O:23])[c:14]3[c:15]([cH:18][cH:19][cH:20][cH:21]3)[CH2:16][CH:17]12.